This data is from the Open Reaction Database (ORD), a public repository of structured organic reaction records. The task is: describe an organic reaction: reactants, conditions, products, and yield Reactants: CC(C)(C)OC(=O)N1CCCN(C(=O)c2ccc3[nH]c(C(=O)O)cc3c2)CC1, CN(C)C(=O)N1CCNCC1. Yields the product CN(C)C(=O)N1CCN(C(=O)c2cc3cc(C(=O)N4CCCN(C(=O)OC(C)(C)C)CC4)ccc3[nH]2)CC1. Reaction SMILES: [C:1]([CH3:2])([CH3:3])([CH3:4])[O:5][C:6](=[O:7])[N:8]1[CH2:9][CH2:10][N:11]([C:15](=[O:16])[c:17]2[cH:18][c:19]3[cH:20][c:21]([C:26](=[O:27])[OH:28])[nH:22][c:23]3[cH:24][cH:25]2)[CH2:12][CH2:13][CH2:14]1.[CH3:29][N:30]([C:31](=[O:32])[N:33]1[CH2:34][CH2:35][NH:36][CH2:37][CH2:38]1)[CH3:39]>>[C:1]([CH3:2])([CH3:3])([CH3:4])[O:5][C:6](=[O:7])[N:8]1[CH2:9][CH2:10][N:11]([C:15](=[O:16])[c:17]2[cH:18][c:19]3[cH:20][c:21]([C:26](=[O:28])[N:36]4[CH2:35][CH2:34][N:33]([C:31]([N:30]([CH3:29])[CH3:39])=[O:32])[CH2:38][CH2:37]4)[nH:22][c:23]3[cH:24][cH:25]2)[CH2:12][CH2:13][CH2:14]1. The reactants are ClCl (chlorine), C(Cl)Cl (methylene chloride), ClCl (chlorine), C(Cl)Cl (methylene chloride), BrCCCCCC1=C(C(=CC=C1)OC)OC (1-(5-bromopentyl)-2,3-dimethoxy benzene), C(Cl)Cl (methylene chloride). Conditions: time 15 minute. Yields the product BrCCCCCC1=C(C(=CC(=C1Cl)Cl)OC)OC (1-(5-bromopentyl)-5,6-dichloro-2,3-dimethoxybenzene). Isolated yield 41.0%. As a reaction SMILES: [Br:1][CH2:2][CH2:3][CH2:4][CH2:5][CH2:6][C:7]1[CH:12]=C[CH:10]=[C:9]([O:13][CH3:14])[C:8]=1[O:15][CH3:16].[Cl:17]Cl.[CH2:19]([Cl:21])Cl>>[Br:1][CH2:2][CH2:3][CH2:4][CH2:5][CH2:6][C:7]1[C:12]([Cl:17])=[C:19]([Cl:21])[CH:10]=[C:9]([O:13][CH3:14])[C:8]=1[O:15][CH3:16]. Reported procedure: To 4.0 g of 1-(5-bromopentyl)-2,3-dimethoxy benzene in 50 mL of methylene chloride cooled in an ice bath was added 18 mL of 0.8M chlorine in methylene chloride. After 15 minutes, 17 mL of 0.88M chlorine in methylene chloride was added. The reaction mixture was kept at 0° for 3 hours and then was concentrated under reduced pressure to yield an oil. Purification by HPLC using 30% toluene-hexane gave 2.03 g (41% yield) of 1-(5-bromopentyl)-5,6-dichloro-2,3-dimethoxybenzene. The nmr spectrum was con... RXN SMILES: [Br:1][c:2]1[n:3][cH:4][c:5]([C:6](=[O:7])[OH:8])[cH:9][cH:10]1.[CH3:11][NH2:12].[CH3:13][S:14]([CH3:15])=[O:16]>>[Br:1][c:2]1[n:3][cH:4][c:5]([C:6](=[O:7])[NH:12][CH3:11])[cH:9][cH:10]1. Starting materials: O=C(O)c1ccc(Br)nc1, CN, CS(C)=O. The product is CNC(=O)c1ccc(Br)nc1. Starting materials: CCNc1cc(-c2ccc(F)cc2)ccc1C, COC(=O)c1cc(Cl)ccc1NC(=O)COCC(=O)O. Product: CCN(C(=O)COCC(=O)Nc1ccc(Cl)cc1C(=O)OC)c1cc(-c2ccc(F)cc2)ccc1C. RXN SMILES: [CH2:1]([CH3:2])[NH:3][c:4]1[cH:5][c:6](-[c:11]2[cH:12][cH:13][c:14]([F:17])[cH:15][cH:16]2)[cH:7][cH:8][c:9]1[CH3:10].[Cl:18][c:19]1[cH:20][c:21]([C:34](=[O:35])[O:36][CH3:37])[c:22]([NH:25][C:26]([CH2:27][O:28][CH2:29][C:30](=[O:31])[OH:32])=[O:33])[cH:23][cH:24]1>>[CH2:1]([CH3:2])[N:3]([c:4]1[cH:5][c:6](-[c:11]2[cH:12][cH:13][c:14]([F:17])[cH:15][cH:16]2)[cH:7][cH:8][c:9]1[CH3:10])[C:30]([CH2:29][O:28][CH2:27][C:26]([NH:25][c:22]1[c:21]([C:34](=[O:35])[O:36][CH3:37])[cH:20][c:19]([Cl:18])[cH:24][cH:23]1)=[O:33])=[O:32]. The reactants are [H-].[Na+] (Sodium hydride), C1(=CC=CC=C1)CN1CC(NCC1)=O (4-(phenylmethyl)piperazinone), CI (methyl iodide). Solvent: C1CCOC1 (THF). Product: CN1C(CN(CC1)CC1=CC=CC=C1)=O (1-Methyl-4-(phenylmethyl)piperazinone). RXN SMILES: [H-].[Na+].[C:3]1([CH2:9][N:10]2[CH2:15][CH2:14][NH:13][C:12](=[O:16])[CH2:11]2)[CH:8]=[CH:7][CH:6]=[CH:5][CH:4]=1.[CH3:17]I>C1COCC1>[CH3:17][N:13]1[CH2:14][CH2:15][N:10]([CH2:9][C:3]2[CH:4]=[CH:5][CH:6]=[CH:7][CH:8]=2)[CH2:11][C:12]1=[O:16] |f:0.1|. Procedure: Sodium hydride (50% in oil, 10.4 g., 0.22 mole) is added to a stirred solution of 4-(phenylmethyl)piperazinone (Example 45, 38.0 g., 0.20 mole) in THF (2.0 l.). After 1 hour methyl iodide (80.0 g., 0.75 mole) is added and the reaction solution is refluxed for 2.5 hours. The THF is removed under reduced pressure and the residual oil is partitioned between chloroform and water. Evaporation of the chloroform gives an oil which is chromatographed on silica gel to give the title compound, which is co... Starting materials: C(=O)(OC(C)(C)C)N(C1CCC(CC1)NCC=1C=C(C=CC1F)B(O)O)C (3-{[4-(BOC-methyl-amino)-cyclohexylamino]-methyl}-4-fluoro-benzene boronic acid), BrC1=CC=C(C=C1)N(C=O)C (N-(4-Bromophenyl)-N-methyl-formamide). The product is C(C)(C)(C)OC(N(C)C1CCC(CC1)NCC=1C=C(C=CC1F)C1=CC=C(C=C1)N(C)C=O)=O ((4-{[4-Fluoro-4′-(formyl-methyl-amino)-biphenyl-3-ylmethyl]-amino}-cyclohexyl)-methyl-carbamic acid tert-butyl ester). As a reaction SMILES: [C:1]([N:8]([CH3:27])[CH:9]1[CH2:14][CH2:13][CH:12]([NH:15][CH2:16][C:17]2[CH:18]=[C:19](B(O)O)[CH:20]=[CH:21][C:22]=2[F:23])[CH2:11][CH2:10]1)([O:3][C:4]([CH3:7])([CH3:6])[CH3:5])=[O:2].Br[C:29]1[CH:34]=[CH:33][C:32]([N:35]([CH3:38])[CH:36]=[O:37])=[CH:31][CH:30]=1>>[C:4]([O:3][C:1](=[O:2])[N:8]([CH:9]1[CH2:14][CH2:13][CH:12]([NH:15][CH2:16][C:17]2[CH:18]=[C:19]([C:29]3[CH:34]=[CH:33][C:32]([N:35]([CH:36]=[O:37])[CH3:38])=[CH:31][CH:30]=3)[CH:20]=[CH:21][C:22]=2[F:23])[CH2:11][CH2:10]1)[CH3:27])([CH3:7])([CH3:6])[CH3:5]. Procedure: The title compound was prepared from boronic acid (247) (300 mg, 0.79 mmol) and aryl bromide (51) (200 mg, 0.95 mmol) in accordance with Method B.